Task: describe an organic reaction: reactants, conditions, products, and yield. Dataset: the Open Reaction Database (ORD), a public repository of structured organic reaction records Reactants: N1=C(C=C2N1CCCC2)CO ((4,5,6,7-tetrahydropyrazolo[1,5-a]pyridin-2-yl)methanol). The reagents and catalysts are O=[Mn]=O (MnO2). Solvent: C(Cl)(Cl)Cl (CHCl3). Yields the product N1=C(C=C2N1CCCC2)C=O (4,5,6,7-Tetrahydropyrazolo[1,5-a]pyridine-2-carbaldehyde), oil. The yield is 77.0%. Reaction SMILES: [N:1]1[N:5]2[CH2:6][CH2:7][CH2:8][CH2:9][C:4]2=[CH:3][C:2]=1[CH2:10][OH:11]>O=[Mn]=O.C(Cl)(Cl)Cl>[N:1]1[N:5]2[CH2:6][CH2:7][CH2:8][CH2:9][C:4]2=[CH:3][C:2]=1[CH:10]=[O:11]. Procedure: MnO2 (activated) (3.36 g) was added to the CHCl3 (44 mL) solution of (4,5,6,7-tetrahydropyrazolo[1,5-a]pyridin-2-yl)methanol (673 mg) and refluxed for 1 h under a nitrogen atmosphere. The reaction mixture was filtered through a pad of Celite. The filtrate was reduced under reduced pressure. The residue was applied to silica gel column chromatography, then the column was eluted with n-hexane-AcOEt (2/1-½). The titled compound was obtained as pale yellow oil (510 mg, 77%). Starting materials: Br (hydrobromic acid), BrC1=C(N)C(=CC(=C1)[N+](=O)[O-])Br (2,6-dibromo-4-nitro-aniline), N(=O)[O-].[Na+] (sodium nitrite). Reagents/catalysts: [Cu]Br (copper (I) bromide). Run in O (water), C(C)(=O)O (acetic acid), S(O)(O)(=O)=O (sulphuric acid). Run at temperature 20 celsius. The product is BrC=1C=C(C=C(C1Br)Br)[N+](=O)[O-] (3,4,5-Tribromonitrobenzene). Reaction SMILES: [Br:1][C:2]1[CH:8]=[C:7]([N+:9]([O-:11])=[O:10])[CH:6]=[C:5]([Br:12])[C:3]=1N.N([O-])=O.[Na+].[BrH:17]>C(O)(=O)C.S(=O)(=O)(O)O.O.[Cu]Br>[Br:1][C:2]1[CH:8]=[C:7]([N+:9]([O-:11])=[O:10])[CH:6]=[C:5]([Br:12])[C:3]=1[Br:17] |f:1.2|. Procedure details: At 20° C., with stirring and cooling with ice, a solution of 2,6-dibromo-4-nitro-aniline (47.2 g) in acetic acid (1.6 liters) is slowly poured into a solution of sodium nitrite (12 g) in concentrated sulphuric acid (85 ml). Then, the mixture is stirred for 20 minutes at ambient temperature. The solution thus prepared is then slowly added with stirring and cooling with ice to a solution of copper (I) bromide (12.8 g) in 63% hydrobromic acid (40 ml). After it has all been added the mixture is stir... Reactants: C(=O)([O-])[O-].[Cs+].[Cs+] (Cs2CO3), C1=CC=C(C=C1)P(C2=CC=CC=C2)C3=CC=CC=C3OC4=CC=CC=C4P(C5=CC=CC=C5)C6=CC=CC=C6 (DPEphos), BrC=1C2=CC=C(N2)C(=C2C=CC(C(=C3C=CC(=C(C=4C=CC1N4)C4=CC=CC=C4)N3)Br)=N2)C2=CC=CC=C2 (5,15-dibromo-10,20-diphenylporphyrin), C[C@]12CC[C@H]3[C@H]([C@@H]1CCC2=O)CCC4=C3C=CC(=C4)O ((+)-estrone). The reagents and catalysts are C=1C=CC(=CC1)/C=C/C(=O)/C=C/C2=CC=CC=C2.C=1C=CC(=CC1)/C=C/C(=O)/C=C/C2=CC=CC=C2.C=1C=CC(=CC1)/C=C/C(=O)/C=C/C2=CC=CC=C2.[Pd].[Pd] (Pd2(dba)3). Solvent: C1(=CC=CC=C1)C (toluene), C(C)(=O)OCC (ethyl acetate). Yields the product C12=CC=C(N1)C=C1C=CC(=N1)C=C1C=CC(N1)=CC=1C=CC(N1)=C2 (Porphyrin), solid. Isolated yield 98.0%. As a reaction SMILES: Br[C:2]1[C:3]2[NH:7][C:6]([C:8](C3C=CC=CC=3)=[C:9]3[N:32]=[C:12]([C:13](Br)=[C:14]4[NH:30][C:17](=[C:18](C5C=CC=CC=5)[C:19]5[CH:20]=[CH:21][C:22]=1[N:23]=5)[CH:16]=[CH:15]4)[CH:11]=[CH:10]3)=[CH:5][CH:4]=2.C[C@@]12C(=O)CC[C@H]1[C@@H]1CCC3C=C(O)C=CC=3[C@H]1CC2.C1C=CC(P(C2C(OC3C(P(C4C=CC=CC=4)C4C=CC=CC=4)=CC=CC=3)=CC=CC=2)C2C=CC=CC=2)=CC=1.C([O-])([O-])=O.[Cs+].[Cs+]>C1(C)C=CC=CC=1.C1C=CC(/C=C/C(/C=C/C2C=CC=CC=2)=O)=CC=1.C1C=CC(/C=C/C(/C=C/C2C=CC=CC=2)=O)=CC=1.C1C=CC(/C=C/C(/C=C/C2C=CC=CC=2)=O)=CC=1.[Pd].[Pd].C(OCC)(=O)C>[C:3]12[CH:2]=[C:22]3[N:23]=[C:19]([CH:20]=[CH:21]3)[CH:18]=[C:17]3[NH:30][C:14]([CH:15]=[CH:16]3)=[CH:13][C:12]3=[N:32][C:9]([CH:10]=[CH:11]3)=[CH:8][C:6]([NH:7]1)=[CH:5][CH:4]=2 |f:3.4.5,7.8.9.10.11|. Procedure: The general procedure was used to couple 5,15-dibromo-10,20-diphenylporphyrin (31.0 mg, 0.05 mmol) with (+)-estrone (108 mg, 0.2 mmol), using Pd2(dba)3 (4.6 mg, 0.005 mmol) and DPEphos (10.7 mg, 0.02 mmol) in the presence of Cs2CO3 (65.2 mg, 0.2 mmol). The reaction was conducted in toluene at 100° C. for 40 h. The title compound was isolated by flash chromatography (silica gel, methylene choloride:ethyl acetate (v/v)=9:1) as a purple solid (49.1 mg, 98%). 1H NMR (300 MHz, CDCl3): δ 9.30 (d, J=4....